From a dataset of the Open Reaction Database (ORD), a public repository of structured organic reaction records. describe an organic reaction: reactants, conditions, products, and yield Starting materials: ClC1=C(C(=O)C2=C(SC(=C2)CC)N2C(=NN=C2)CNC(=O)C=2N(C3=CC=CC=C3C2)CC(=O)OCC)C=CC=C1 (Ethyl 2-(4-(3-(2-chlorobenzoyl)-5-ethylthiophen-2-yl) [1,2,4]triazol-3-ylmethylcarbamoyl)indole-1-acetate), [OH-].[Na+] (sodium hydroxide). Run in C(C)O (ethanol), C(C)O (ethanol). Reaction conditions: temperature 50 celsius, time 20 minute. The product is ClC1=C(C(=O)C2=C(SC(=C2)CC)N2C(=NN=C2)CNC(=O)C=2N(C3=CC=CC=C3C2)CC(=O)O)C=CC=C1 (2-(4-(3-(2-chlorobenzoyl)-5-ethylthiophen-2-yl) [1,2,4]triazol-3-ylmethylcarbamoyl)indole-1-acetic acid). The yield is 23.7%. RXN SMILES: [Cl:1][C:2]1[CH:40]=[CH:39][CH:38]=[CH:37][C:3]=1[C:4]([C:6]1[CH:10]=[C:9]([CH2:11][CH3:12])[S:8][C:7]=1[N:13]1[CH:17]=[N:16][N:15]=[C:14]1[CH2:18][NH:19][C:20]([C:22]1[N:23]([CH2:31][C:32]([O:34]CC)=[O:33])[C:24]2[C:29]([CH:30]=1)=[CH:28][CH:27]=[CH:26][CH:25]=2)=[O:21])=[O:5].[OH-].[Na+]>C(O)C>[Cl:1][C:2]1[CH:40]=[CH:39][CH:38]=[CH:37][C:3]=1[C:4]([C:6]1[CH:10]=[C:9]([CH2:11][CH3:12])[S:8][C:7]=1[N:13]1[CH:17]=[N:16][N:15]=[C:14]1[CH2:18][NH:19][C:20]([C:22]1[N:23]([CH2:31][C:32]([OH:34])=[O:33])[C:24]2[C:29]([CH:30]=1)=[CH:28][CH:27]=[CH:26][CH:25]=2)=[O:21])=[O:5] |f:1.2|. Procedure details: Ethyl 2-(4-(3-(2-chlorobenzoyl)-5-ethylthiophen-2-yl) [1,2,4]triazol-3-ylmethylcarbamoyl)indole-1-acetate (2.0 g) and a solution of sodium hydroxide (0.39 g) in ethanol were added to ethanol (20 ml), and the mixture was stirred at 50° C. for 20 minutes. The solvent was evaporated, and the residue was dissolved in water. Toluene was added to the solution for washing. The aqueous layer was taken out, and 2M hydrochloric acid was added to adjust the solution to pH 2. The solution was extracted with... Starting materials: C1=CC=CC=2C(OCC3=C(C21)C=CC=C3)=O (7H-dibenzo[c,e]oxepin-5-one), C1(C=2C(C(N1)=O)=CC=CC2)=O.[K] (potassium phthalimide). Solvent: CN(C)C=O (DMF). Conditions: temperature 170 celsius, time 1 hour. The product is C1(C=2C(C(N1CC1=C(C=CC=C1)C=1C(=CC=CC1)C(=O)O)=O)=CC=CC2)=O (2′-phthalimidomethylbiphenyl-2-carboxylic acid). Isolated yield 73.7%. Reaction SMILES: [CH:1]1[C:11]2[C:10]3[CH:12]=[CH:13][CH:14]=[CH:15][C:9]=3[CH2:8][O:7][C:6](=[O:16])[C:5]=2[CH:4]=[CH:3][CH:2]=1.[C:17]1(=[O:27])[NH:21][C:20](=[O:22])[C:19]2=[CH:23][CH:24]=[CH:25][CH:26]=[C:18]12.[K]>CN(C=O)C>[C:17]1(=[O:27])[N:21]([CH2:8][C:9]2[CH:15]=[CH:14][CH:13]=[CH:12][C:10]=2[C:11]2[C:5]([C:6]([OH:7])=[O:16])=[CH:4][CH:3]=[CH:2][CH:1]=2)[C:20](=[O:22])[C:19]2=[CH:23][CH:24]=[CH:25][CH:26]=[C:18]12 |f:1.2,^1:27|. Procedure details: A mixture of 35 g (0.17 mol) of 7H-dibenzo[c,e]oxepin-5-one and 30.8 g (0.17 mol) of potassium phthalimide in 330 ml of DMF was heated at 170° C. for 18 h. After cooling, the deposited precipitate was filtered off with suction and introduced into 160 ml of glacial acetic acid. After stirring for 1 h, the mixture was diluted with 650 ml of ice water and the deposited product was filtered off with suction and dried in vacuo. 44.8 g of 2′-phthalimidomethylbiphenyl-2-carboxylic acid were obtained; m... Starting materials: ClC=1C=C(CO)C=C(C1OC1=CC(=C(C=C1)OC)C(C)C)Cl (3,5-Dichloro-4-(4-methoxy-3-isopropylphenoxy)-benzylalcohol), O=P12OP3(=O)OP(=O)(O1)OP(=O)(O2)O3 (P2O5), OP(=O)(O)O (H3PO4), [I-].[Na+] (sodium iodide). Conditions: temperature 120 celsius, time 15 minute. The product is ClC=1C=C(CI)C=C(C1OC1=CC(=C(C=C1)OC)C(C)C)Cl (3,5-dichloro-4-(4-methoxy-3-isopropylphenoxy)benzyliodide). Yield: 68.3%. As a reaction SMILES: [Cl:1][C:2]1[CH:3]=[C:4]([CH:7]=[C:8]([Cl:22])[C:9]=1[O:10][C:11]1[CH:16]=[CH:15][C:14]([O:17][CH3:18])=[C:13]([CH:19]([CH3:21])[CH3:20])[CH:12]=1)[CH2:5]O.O=P12OP3(OP(OP(O3)(O1)=O)(=O)O2)=O.OP(O)(O)=O.[I-:42].[Na+]>>[Cl:1][C:2]1[CH:3]=[C:4]([CH:7]=[C:8]([Cl:22])[C:9]=1[O:10][C:11]1[CH:16]=[CH:15][C:14]([O:17][CH3:18])=[C:13]([CH:19]([CH3:21])[CH3:20])[CH:12]=1)[CH2:5][I:42] |f:3.4|. Procedure: 3,5-Dichloro-4-(4-methoxy-3-isopropylphenoxy)-benzylalcohol (3.21 g) (Example 6a) was added into a mixture of P2O5 (576 mg) and H3PO4 (5.5 ml) followed by addition of sodium iodide (2.43 g). The mixture was stirred at 120° C. for 15 min and then partitioned between water and ethyl acetate. The organic layer was washed with an aqueous solution of Na2S2O3 and brine, dried, filtered and concentrated. The residue was crystallized from petroleum ether to give 2.9 g (79%) of 3,5-dichloro-4-(4-methoxy-... The reactants are C(C1=CC=CC=C1)OC=1C=C(N)C=CC1 (3-benzyloxyaniline), C(=O)(OC(C)(C)C)N([C@@H](C)C(=O)O)C (N-Boc-N-methyl-L-alanine), O (water), C(C)(=O)OCC (ethyl acetate). Run in O1CCCC1 (tetrahydrofuran), ClC(=O)OCC(C)C (isobutyl chloroformate), CN1CCOCC1 (N-methylmorpholine). Run at time 30 minute. Product: C(C1=CC=CC=C1)OC=1C=C(C=CC1)NC([C@H](C)N(C(OC(C)(C)C)=O)C)=O ((S)-tert-butyl (1-((3-(benzyloxy)phenyl)amino)-1-oxopropan-2-yl)(methyl)carbamate). Yield: 93.6%. RXN SMILES: [C:1]([N:8]([CH3:14])[C@H:9]([C:11]([OH:13])=O)[CH3:10])([O:3][C:4]([CH3:7])([CH3:6])[CH3:5])=[O:2].[CH2:15]([O:22][C:23]1[CH:24]=[C:25]([CH:27]=[CH:28][CH:29]=1)[NH2:26])[C:16]1[CH:21]=[CH:20][CH:19]=[CH:18][CH:17]=1.O.C(OCC)(=O)C>O1CCCC1.ClC(OCC(C)C)=O.CN1CCOCC1>[CH2:15]([O:22][C:23]1[CH:24]=[C:25]([NH:26][C:11](=[O:13])[C@@H:9]([N:8]([CH3:14])[C:1](=[O:2])[O:3][C:4]([CH3:5])([CH3:6])[CH3:7])[CH3:10])[CH:27]=[CH:28][CH:29]=1)[C:16]1[CH:17]=[CH:18][CH:19]=[CH:20][CH:21]=1. Procedure: To a solution of N-Boc-N-methyl-L-alanine (561 mg) in tetrahydrofuran (14 mL), isobutyl chloroformate (362 μL) and N-methylmorpholine (303 μL) were added under ice cooling, and the mixture was stirred at the same temperature for 30 minutes. To the reaction mixture, 3-benzyloxyaniline (500 mg) was added under ice cooling, and the mixture was stirred at room temperature for 30 minutes. To the reaction mixture, water and ethyl acetate were added. The organic layer was separated, washed with saturat... Reactants: CC(=O)O, COc1ccc(F)cc1Oc1ccc([N+](=O)[O-])cc1Cl, [Fe]. The product is COc1ccc(F)cc1Oc1ccc(N)cc1Cl. As a reaction SMILES: [CH3:21][C:22](=[O:23])[OH:24].[Cl:1][c:2]1[c:3]([O:11][c:12]2[c:13]([O:19][CH3:20])[cH:14][cH:15][c:16]([F:18])[cH:17]2)[cH:4][cH:5][c:6]([N+:8]([O-:9])=[O:10])[cH:7]1.[Fe:25]>>[Cl:1][c:2]1[c:3]([O:11][c:12]2[c:13]([O:19][CH3:20])[cH:14][cH:15][c:16]([F:18])[cH:17]2)[cH:4][cH:5][c:6]([NH2:8])[cH:7]1. Reactants: CC(C)(C)[Si](C)(C)OCCBr, O=C([O-])[O-], CCOCC, CN(C)C=O, Oc1ccc(Cl)c(F)c1, [I-], [K+], [K+], [K+]. The product is CC(C)(C)[Si](C)(C)OCCOc1ccc(Cl)c(F)c1. RXN SMILES: [Br:18][CH2:19][CH2:20][O:21][Si:22]([CH3:23])([CH3:24])[C:25]([CH3:26])([CH3:27])[CH3:28].[C:10](=[O:11])([O-:12])[O-:13].[CH2:34]([O:35][CH2:36][CH3:37])[CH3:38].[CH3:29][N:30]([CH3:31])[CH:32]=[O:33].[Cl:1][c:2]1[c:3]([F:9])[cH:4][c:5]([OH:8])[cH:6][cH:7]1.[I-:17].[K+:14].[K+:15].[K+:16]>>[Cl:1][c:2]1[c:3]([F:9])[cH:4][c:5]([O:8][CH2:19][CH2:20][O:21][Si:22]([CH3:23])([CH3:24])[C:25]([CH3:26])([CH3:27])[CH3:28])[cH:6][cH:7]1. Reactants: [OH-].[Na+] (sodium hydroxide), C(C)(C)(C)OC(=O)NC=1SC(=CN1)SC1=CC(=CC=C1)C(=O)OC (2-tert-butoxycarbonylamino-5-[(3-carbomethoxyphenyl)thio]thiazole). The solvent is CO.C1CCOC1 (methanol THF). Conditions: time 24 hour. The product is COC(C1=CC(=CC=C1)SC1=CN=C(S1)N)=O (3-[(2-Aminothiazol-5-yl)thio]benzoic acid methyl ester). RXN SMILES: [OH-].[Na+].C(OC([NH:10][C:11]1[S:12][C:13]([S:16][C:17]2[CH:22]=[CH:21][CH:20]=[C:19]([C:23]([O:25][CH3:26])=[O:24])[CH:18]=2)=[CH:14][N:15]=1)=O)(C)(C)C>CO.C1COCC1>[CH3:26][O:25][C:23](=[O:24])[C:19]1[CH:20]=[CH:21][CH:22]=[C:17]([S:16][C:13]2[S:12][C:11]([NH2:10])=[N:15][CH:14]=2)[CH:18]=1 |f:0.1,3.4|. Reported procedure: A 1 N aqueous sodium hydroxide solution (50 mL, 50 mmol) was added dropwise to a stirred solution of 2-tert-butoxycarbonylamino-5-[(3-carbomethoxyphenyl)thio]thiazole (1.8 g, (contaminated with bis(tert-butoxycarbonyl)amino adduct)) in a methanol-THF mixture (160 mL, 3:1). The solution was stirred at rt. for 24 h and concentrated. The residue was acidified with 2 N aqueous HCl (30 mL) and the suspension was extracted with dichloromethane-methanol mixture (120 mL, 3:1, 2×). The combined organic e... Starting materials: compound [ 102-4 ], BrCC=1C2=C(SC1)C=CC(=C2)Cl (3-bromomethyl-5-chlorobenzo[b]thiophene), ClC1=C(CN2N=C(C3=CC=C(C=C23)CC(=O)O)C)C(=CC=C1)C (2-[1-(2-chloro-6-methylbenzyl)-3-methyl-1H-indazole-6-yl]acetic acid). Product: ClC1=CC2=C(SC=C2CN2N=C(C3=CC=C(C=C23)CC(=O)O)C)C=C1 (2-{1-[(5-chlorobenzo[b]thiophene-3-yl)methyl]-3-methyl-1H-indazole-6-yl}acetic acid), C(C1=CC=CC=C1)N1C=CC2=CC=C(C=C12)CC(=O)O (2-(1-benzyl-1H-indole-6-yl)acetic acid). RXN SMILES: Br[CH2:2][C:3]1[C:4]2[CH:11]=[C:10]([Cl:12])[CH:9]=[CH:8][C:5]=2[S:6][CH:7]=1.Cl[C:14]1[CH:34]=[CH:33][CH:32]=[C:31](C)[C:15]=1[CH2:16][N:17]1[C:25]2[C:20](=[CH:21][CH:22]=[C:23]([CH2:26][C:27]([OH:29])=[O:28])[CH:24]=2)[C:19]([CH3:30])=[N:18]1>>[Cl:12][C:10]1[CH:9]=[CH:8][C:5]2[S:6][CH:7]=[C:3]([CH2:2][N:17]3[C:25]4[C:20](=[CH:21][CH:22]=[C:23]([CH2:26][C:27]([OH:29])=[O:28])[CH:24]=4)[C:19]([CH3:30])=[N:18]3)[C:4]=2[CH:11]=1.[CH2:16]([N:17]1[C:25]2[C:20](=[CH:21][CH:22]=[C:23]([CH2:26][C:27]([OH:29])=[O:28])[CH:24]=2)[CH:19]=[CH:30]1)[C:15]1[CH:14]=[CH:34][CH:33]=[CH:32][CH:31]=1. Procedure: The titled compound (4.3 mg) as a brown solid was prepared from the compound [102-4] obtained in the process (4) of Example 102 (24.7 mg) and 3-bromomethyl-5-chlorobenzo[b]thiophene according to the method of the process (5) of Example 102. Starting materials: ClC(C(=O)OCC)C1=C(C=C(C=C1)OCC)OCC (ethyl α-chloro-α-(2,4-diethoxyphenyl)acetate), NC(=S)N (thiourea), C(O)([O-])=O.[Na+] (sodium hydrogen carbonate). Run in O (water), C(C)O (ethanol). Product: C(C)OC1=C(C=CC(=C1)OCC)C1C(NC(S1)=N)=O (5-(2,4-diethoxyphenyl)-2-iminothiazolidin-4-one). Isolated yield 71.5%. As a reaction SMILES: Cl[CH:2]([C:8]1[CH:13]=[CH:12][C:11]([O:14][CH2:15][CH3:16])=[CH:10][C:9]=1[O:17][CH2:18][CH3:19])[C:3](OCC)=[O:4].[NH2:20][C:21]([NH2:23])=[S:22].C(=O)([O-])O.[Na+]>C(O)C.O>[CH2:18]([O:17][C:9]1[CH:10]=[C:11]([O:14][CH2:15][CH3:16])[CH:12]=[CH:13][C:8]=1[CH:2]1[S:22][C:21](=[NH:20])[NH:23][C:3]1=[O:4])[CH3:19] |f:2.3|. Procedure: 730 mg of ethyl α-chloro-α-(2,4-diethoxyphenyl)acetate and 380 mg of thiourea, in 7 ml of ethanol, are stirred under reflux for 1 hour. After cooling, the solution is poured in 30 ml of water, neutralized with a saturated aqueous solution of sodium hydrogen carbonate and extracted with ethyl acetate. The extract is washed with water, dried (MgSO4) and distilled to remove the ethyl acetate, whereby 510 mg (74.5%) of 5-(2,4-diethoxyphenyl)-2-iminothiazolidin-4-one is obtained, m.p. 179°-181° C. (h...